From a dataset of the Open Reaction Database (ORD), a public repository of structured organic reaction records. describe an organic reaction: reactants, conditions, products, and yield The reactants are ClC1=NC=CC=C1C(=O)O (2-chloro-3-pyridinecarboxylic acid), NC1=CC=CC=C1 (aniline). Run in C=1(C(=CC=CC1)C)C (xylene). Run at temperature 190 celsius. The product is C1(=CC=CC=C1)NC(=O)C=1C(=NC=CC1)NC1=CC=CC=C1 (N-phenyl-2-(phenylamino)-3-pyridinecarboxamide). Yield: 26.3%. As a reaction SMILES: Cl[C:2]1[C:7]([C:8]([OH:10])=O)=[CH:6][CH:5]=[CH:4][N:3]=1.[NH2:11][C:12]1[CH:17]=[CH:16][CH:15]=[CH:14][CH:13]=1>C1(C)C(C)=CC=CC=1>[C:12]1([NH:11][C:8]([C:7]2[C:2]([NH:11][C:12]3[CH:17]=[CH:16][CH:15]=[CH:14][CH:13]=3)=[N:3][CH:4]=[CH:5][CH:6]=2)=[O:10])[CH:17]=[CH:16][CH:15]=[CH:14][CH:13]=1. Procedure details: To a suspension of 31.5 g (0.2 mole) of 2-chloro-3-pyridinecarboxylic acid in 75 mL of xylene was added 18.6 g (0.2 mole) of aniline, and the reaction mixture was heated at 190° C. (oil bath) for 45 min; then cooled. The xylene was filtered, and the reaction melt that had formed was crushed and partitioned between 100 mL of aqueous NaHCO3 (pH 8) and CH2Cl2 (150 mL). The solid that remained suspended in the two-phase system was filtered and discarded. The filtrate was concentrated to 200 mL, and ... Reactants: II (iodine), COC1=CC=C(C=C1)[C@@H]1C[C@H](C1)C(=O)OC (methyl trans-3-(4-methoxyphenyl)cyclobutanecarboxylate). Reagents/catalysts: S(=O)(=O)([O-])[O-].[Ag+2] (Silver sulfate). The solvent is CO (MeOH). Reaction conditions: time 4 hour. Yields the product IC=1C=C(C=CC1OC)[C@@H]1C[C@H](C1)C(=O)OC (methyl trans-3-(3-iodo-4-methoxyphenyl)cyclobutanecarboxylate). RXN SMILES: [I:1]I.[CH3:3][O:4][C:5]1[CH:10]=[CH:9][C:8]([C@H:11]2[CH2:14][C@H:13]([C:15]([O:17][CH3:18])=[O:16])[CH2:12]2)=[CH:7][CH:6]=1>CO.S([O-])([O-])(=O)=O.[Ag+2]>[I:1][C:10]1[CH:9]=[C:8]([C@H:11]2[CH2:12][C@H:13]([C:15]([O:17][CH3:18])=[O:16])[CH2:14]2)[CH:7]=[CH:6][C:5]=1[O:4][CH3:3] |f:3.4|. Reported procedure: Silver sulfate (0.671 g, 2.15 mmol) and iodine (0.11 mL, 2.15 mmol) were added successively to a solution of methyl trans-3-(4-methoxyphenyl)cyclobutanecarboxylate (0.474 g, 2.15 mmol) in MeOH (10.8 mL) at 25° C. and the reaction was stirred vigorously for 4 h. After this time the reaction mixture was filtered through a plug of Celite®. The filtrate was diluted with EtOAc (50 mL), washed with water (2×10 mL), aq. Na2SO3 (2×10 mL), and brine (10 mL), dried (Na2SO4) and concentrated in vacuo to gi... Reactants: COc1cccc(Cc2nnc(SC)[nH]c2=O)c1, CCO, NCCSCc1nccs1. Yields the product COc1cccc(Cc2nnc(NCCSCc3nccs3)[nH]c2=O)c1. RXN SMILES: [CH3:1][S:2][c:3]1[n:4][n:5][c:6]([CH2:10][c:11]2[cH:12][c:13]([O:17][CH3:18])[cH:14][cH:15][cH:16]2)[c:7](=[O:9])[nH:8]1.[CH3:29][CH2:30][OH:31].[s:19]1[c:20]([CH2:24][S:25][CH2:26][CH2:27][NH2:28])[n:21][cH:22][cH:23]1>>[c:3]1([NH:28][CH2:27][CH2:26][S:25][CH2:24][c:20]2[s:19][cH:23][cH:22][n:21]2)[n:4][n:5][c:6]([CH2:10][c:11]2[cH:12][c:13]([O:17][CH3:18])[cH:14][cH:15][cH:16]2)[c:7](=[O:9])[nH:8]1. Reactants: C(C)(=O)C1=CC(=C(OCC(=O)OCC)C=C1)OCOC (ethyl 2-(4-acetyl-2-methoxymethoxyphenoxy)acetate), pyrrolidone hydrotribromide, O (water). Run in O1CCCC1 (tetrahydrofuran). Reaction conditions: time 21 hour. The product is BrCC(=O)C1=CC(=C(OCC(=O)OCC)C=C1)O (ethyl 2-[4-(2-bromoacetyl)-2-hydroxyphenoxy]acetate). The yield is 46.0%. As a reaction SMILES: [C:1]([C:4]1[CH:16]=[CH:15][C:7]([O:8][CH2:9][C:10]([O:12][CH2:13][CH3:14])=[O:11])=[C:6]([O:17]COC)[CH:5]=1)(=[O:3])[CH3:2].C1CNC(=O)C1.[Br:27][Br-]Br.O>O1CCCC1>[Br:27][CH2:2][C:1]([C:4]1[CH:16]=[CH:15][C:7]([O:8][CH2:9][C:10]([O:12][CH2:13][CH3:14])=[O:11])=[C:6]([OH:17])[CH:5]=1)=[O:3] |f:1.2|. Reported procedure: To a solution of ethyl 2-(4-acetyl-2-methoxymethoxyphenoxy)acetate (1.51 g) in tetrahydrofuran (30 ml) was added pyrrolidone hydrotribromide (2.92 g), and the mixture was stirred for 21 hours at room temperature. The reaction mixture was poured into water and extracted with ethyl acetate. The extract was washed with brine and dried over anhydrous magnesium sulfate. After the solvent was removed under reduced pressure, purification of the residue by flash column chromatography on silica gel (elue... Reactants: C(C)(=O)OC(C)=O (acetic anhydride), NC1=C2C(N(C(C2=CC=C1)=O)C1(C(NC(CC1)=O)=O)CCCCNC(OCC1=CC=CC=C1)=O)=O (benzyl (4-(3-(4-amino-1,3-dioxoisoindolin-2-yl)-2,6-dioxopiperidin-3-yl)butyl)carbamate). Solvent: N1=CC=CC=C1 (pyridine). Conditions: temperature 70 celsius, time 12 hour. The product is C(C)(=O)NC1=C2C(N(C(C2=CC=C1)=O)C1(C(NC(CC1)=O)=O)CCCCNC(OCC1=CC=CC=C1)=O)=O (benzyl (4-(3-(4-acetamido-1,3-dioxoisoindolin-2-yl)-2,6-dioxopiperidin-3-yl)butyl)carbamate). The yield is 36.9%. As a reaction SMILES: [C:1](OC(=O)C)(=[O:3])[CH3:2].[NH2:8][C:9]1[CH:17]=[CH:16][CH:15]=[C:14]2[C:10]=1[C:11](=[O:42])[N:12]([C:19]1([CH2:27][CH2:28][CH2:29][CH2:30][NH:31][C:32](=[O:41])[O:33][CH2:34][C:35]3[CH:40]=[CH:39][CH:38]=[CH:37][CH:36]=3)[CH2:24][CH2:23][C:22](=[O:25])[NH:21][C:20]1=[O:26])[C:13]2=[O:18]>N1C=CC=CC=1>[C:1]([NH:8][C:9]1[CH:17]=[CH:16][CH:15]=[C:14]2[C:10]=1[C:11](=[O:42])[N:12]([C:19]1([CH2:27][CH2:28][CH2:29][CH2:30][NH:31][C:32](=[O:41])[O:33][CH2:34][C:35]3[CH:40]=[CH:39][CH:38]=[CH:37][CH:36]=3)[CH2:24][CH2:23][C:22](=[O:25])[NH:21][C:20]1=[O:26])[C:13]2=[O:18])(=[O:3])[CH3:2]. Procedure details: To a solution of acetic anhydride (0.098 mL, 1.04 mmol) in pyridine (1 mL) was added 6 (0.05 g, 0.104 mmol) and the mixture was stirred at 70° C. After 12 h, the mixture was quenched with 1% aqueous HCl and extracted with DCM. The organic layer was dried over MgSO4 and concentrated. Preparatory thin layer chromatography (1:1 EtOAc:hexanes) afforded 15 (0.02 g, 37%) as an impure product that was used in the subsequent reaction. Rf=0.16 (1:1 EtOAc:hexanes).